From a dataset of the Open Reaction Database (ORD), a public repository of structured organic reaction records. describe an organic reaction: reactants, conditions, products, and yield Starting materials: C=CCN(C(C)c1ccccc1)S(=O)(=O)c1ccc(O)cc1, ClC(Cl)Cl, O=C(OO)c1cccc(Cl)c1. Yields the product CC(c1ccccc1)N(CC1CO1)S(=O)(=O)c1ccc(O)cc1. As a reaction SMILES: [CH2:1]([CH:2]=[CH2:3])[N:4]([S:5](=[O:6])(=[O:7])[c:8]1[cH:9][cH:10][c:11]([OH:14])[cH:12][cH:13]1)[CH:15]([c:16]1[cH:17][cH:18][cH:19][cH:20][cH:21]1)[CH3:22].[CH:34]([Cl:35])([Cl:36])[Cl:37].[Cl:23][c:24]1[cH:25][cH:26][cH:27][c:28]([C:29]([O:30][OH:32])=[O:31])[cH:33]1>>[CH2:1]([CH:2]1[CH2:3][O:31]1)[N:4]([S:5](=[O:6])(=[O:7])[c:8]1[cH:9][cH:10][c:11]([OH:14])[cH:12][cH:13]1)[CH:15]([c:16]1[cH:17][cH:18][cH:19][cH:20][cH:21]1)[CH3:22]. Reactants: FC1=NC(=CC=C1)F (2,6-difluoropyridine), C(CCCC)[C@@H]1CC[C@H](CC1)C1=CC=C(C=C1)Br (4-(trans-4-pentylcyclohexyl)bromobenzene), C(CCC)[Li] (n-butyllithium), [Cl-].[Na+] (sodium chloride). The solvent is O1CCCC1 (tetrahydrofuran), CCOCC (ether), C1=CC=CC=C1 (benzene), CCCCCC (hexane). The product is FC1=NC(=CC=C1)C1=CC=C(C=C1)[C@@H]1CC[C@H](CC1)CCCCC (2-fluoro-6-[4-(trans-4-pentylcyclohexyl)phenyl]pyridine). Yield: 7.9%. RXN SMILES: [CH2:1]([C@H:6]1[CH2:11][CH2:10][C@H:9]([C:12]2[CH:17]=[CH:16][C:15](Br)=[CH:14][CH:13]=2)[CH2:8][CH2:7]1)[CH2:2][CH2:3][CH2:4][CH3:5].C([Li])CCC.F[C:25]1[CH:30]=[CH:29][CH:28]=[C:27]([F:31])[N:26]=1.[Cl-].[Na+]>C1C=CC=CC=1.CCCCCC.O1CCCC1.CCOCC>[F:31][C:27]1[CH:28]=[CH:29][CH:30]=[C:25]([C:15]2[CH:14]=[CH:13][C:12]([C@H:9]3[CH2:10][CH2:11][C@H:6]([CH2:1][CH2:2][CH2:3][CH2:4][CH3:5])[CH2:7][CH2:8]3)=[CH:17][CH:16]=2)[N:26]=1 |f:3.4|. Procedure: 12.48 g (40.40 mmol) of 4-(trans-4-pentylcyclohexyl)bromobenzene in 30 ml of benzene are stirred with 25.20 ml (40.40 mmol) of a 1.6-molar n-butyllithium solution in hexane at room temperature under argon for 18 hours. The reaction mixture is then slowly added dropwise at 0° C. under argon to a solution of 4.20 g (36.70 mmol) of 2,6-difluoropyridine in 30 ml of tetrahydrofuran. After a reaction time of one hour at 0° C., the mixture is distributed between ether and sodium chloride solution, the ... Reactants: ClC(C=1C=C(OC2=C(C=C(C=C2)N(C(=O)NC)CC(OC)OC)C(Cl)(Cl)Cl)C=CC1)(Cl)Cl (N-[4-[3-(Trichloromethyl)phenoxy]-3-(trichloromethyl) phenyl]-N-(2,2-dimethoxyethyl)-N'-methylurea), Cl (hydrochloric acid). Solvent: O (water). The product is CN1C(N(C=C1)C1=CC(=C(C=C1)OC1=CC(=CC=C1)C(Cl)(Cl)Cl)C(Cl)(Cl)Cl)=O (1-methyl-3[4-[3-(trichloromethyl)phenoxy]-3-(trichloromethyl)phenyl]-4-imidazolin-2-one). As a reaction SMILES: [Cl:1][C:2](Cl)([Cl:31])[C:3]1[CH:4]=[C:5]([CH:28]=[CH:29][CH:30]=1)[O:6][C:7]1[CH:12]=[CH:11][C:10]([N:13]([CH2:18][CH:19](OC)OC)[C:14]([NH:16][CH3:17])=[O:15])=[CH:9][C:8]=1[C:24]([Cl:27])([Cl:26])[Cl:25].[ClH:33]>O>[CH3:17][N:16]1[CH:19]=[CH:18][N:13]([C:10]2[CH:11]=[CH:12][C:7]([O:6][C:5]3[CH:28]=[CH:29][CH:30]=[C:3]([C:2]([Cl:31])([Cl:1])[Cl:33])[CH:4]=3)=[C:8]([C:24]([Cl:26])([Cl:27])[Cl:25])[CH:9]=2)[C:14]1=[O:15]. Reported procedure: N-[4-[3-(Trichloromethyl)phenoxy]-3-(trichloromethyl) phenyl]-N-(2,2-dimethoxyethyl)-N'-methylurea (0.02 mole), water (30 ml) and concentrated hydrochloric acid (3 ml) are charged into a glass reaction vessel fitted with a mechanical stirrer, thermometer and condenser. The mixture is refluxed for a period of about 30 minutes and then cooled and extracted with ethyl acetate. The extract is washed with dilute aqueous sodium bicarbonate, with two portions of water and is then dried. The ethyl aceta...